Dataset: the Open Reaction Database (ORD), a public repository of structured organic reaction records. Task: describe an organic reaction: reactants, conditions, products, and yield Starting materials: ClC(=O)OC1=CC=CC=C1 (Phenyl chloroformate), ClC=1C=CC(=NC1)N1C(C2=NC=CN=C2C1O)=O (6-(5-chloropyrid-2-yl)-5-hydroxy-7-oxo-6,7-dihydro-5H-pyrrolo[3,4-b]pyrazine), O (Water). Solvent: N1=CC=CC=C1 (pyridine). Reaction conditions: temperature 60 celsius, time 1 hour. The product is ClC=1C=CC(=NC1)N1C(C2=NC=CN=C2C1OC(=O)OC1=CC=CC=C1)=O (6-(5-chloropyrid-2-yl)-7-oxo-5-phenoxycarbonyloxy-6,7-dihydro-5H-pyrrolo[3,4-b]-pyrazine). Yield: 73.4%. As a reaction SMILES: Cl[C:2]([O:4][C:5]1[CH:10]=[CH:9][CH:8]=[CH:7][CH:6]=1)=[O:3].[Cl:11][C:12]1[CH:13]=[CH:14][C:15]([N:18]2[CH:26]([OH:27])[C:25]3[C:20](=[N:21][CH:22]=[CH:23][N:24]=3)[C:19]2=[O:28])=[N:16][CH:17]=1.O>N1C=CC=CC=1>[Cl:11][C:12]1[CH:13]=[CH:14][C:15]([N:18]2[CH:19]([O:28][C:2]([O:4][C:5]3[CH:10]=[CH:9][CH:8]=[CH:7][CH:6]=3)=[O:3])[C:20]3[C:25](=[N:24][CH:23]=[CH:22][N:21]=3)[C:26]2=[O:27])=[N:16][CH:17]=1. Procedure details: Phenyl chloroformate (141 g.) is added, with stirring and whilst keeping the temperature at about 5° C., to a suspension of 6-(5-chloropyrid-2-yl)-5-hydroxy-7-oxo-6,7-dihydro-5H-pyrrolo[3,4-b]pyrazine (158 g.) in anhydrous pyridine (1,580 cc.). When the addition is complete, the reaction mixture is heated to a temperature of about 60° C. The heating is continued for one hour. Water (4,750 cc.) is added to the reaction mixture after it has been cooled to a temperature of about 20° C. The product ... Procedure details: A resin J-1 is prepared in a manner similar to that of preparing the resin I-1, except that 72 g of α-methylstyrene and 18 g of indene (that is, α-methylstyrene: 80 mass %, indene: 20 mass %) are used and that the addition of the catalyst is carried for 15 minutes and the polymerization reaction is allowed to proceed for 1 hour in a state where the temperature of the reaction mixed solution is maintained in the range of 13 to 15° C. The α-methylstyrene/indene copolymer resin thus obtained has yi... The reactants are CC(=C)C1=CC=CC=C1 (α-methylstyrene), C1C=CC2=CC=CC=C12 (indene), CC(=C)C1=CC=CC=C1 (α-methylstyrene), C1C=CC2=CC=CC=C12 (indene). Run at temperature 14 celsius, time 15 minute. The product is CC(=C)C1=CC=CC=C1.C1C=CC2=CC=CC=C12 (α-methylstyrene indene). As a reaction SMILES: [CH3:1][C:2]([C:4]1[CH:9]=[CH:8][CH:7]=[CH:6][CH:5]=1)=[CH2:3].[CH2:10]1[C:18]2[C:13](=[CH:14][CH:15]=[CH:16][CH:17]=2)[CH:12]=[CH:11]1>>[CH3:3][C:2]([C:4]1[CH:9]=[CH:8][CH:7]=[CH:6][CH:5]=1)=[CH2:1].[CH2:10]1[C:18]2[C:13](=[CH:14][CH:15]=[CH:16][CH:17]=2)[CH:12]=[CH:11]1 |f:2.3|. Procedure: A mixture of 3-methoxy-benzylbromide (40 mg, 0.2 mmol), magnesium turnings (172 mg, 7.1 mmol) and a small crystal of iodine in dry THF (0.6 mL) was heated at 40° C. until an exothermic reaction to initiated. A solution containing a mixture of 1-(3,5-dichloro-benzyl)-1H-imidazole-2-carbaldehyde (255 mg, 1.0 mmol) and 3-methoxy-benzylbromide (241 mg, 1.2 mmol) in THF (2.5 mL) was then added dropwise to the stirred reaction mixture. After the addition was complete, the mixture was poured into cold ... Yields the product ClC=1C=C(CN2C(=NC=C2)C(CC2=CC(=CC=C2)OC)O)C=C(C1)Cl (1-[1-(3,5-dichloro-benzyl)-1H-imidazol-2-yl]-2-(3-methoxy-phenyl)-ethanol). As a reaction SMILES: [CH3:1][O:2][C:3]1[CH:4]=[C:5]([CH:8]=[CH:9][CH:10]=1)[CH2:6]Br.[Mg].II.[Cl:14][C:15]1[CH:16]=[C:17]([CH:26]=[C:27]([Cl:29])[CH:28]=1)[CH2:18][N:19]1[CH:23]=[CH:22][N:21]=[C:20]1[CH:24]=[O:25]>C1COCC1.O>[Cl:14][C:15]1[CH:16]=[C:17]([CH:26]=[C:27]([Cl:29])[CH:28]=1)[CH2:18][N:19]1[CH:23]=[CH:22][N:21]=[C:20]1[CH:24]([OH:25])[CH2:6][C:5]1[CH:8]=[CH:9][CH:10]=[C:3]([O:2][CH3:1])[CH:4]=1. The reactants are II (iodine), COC=1C=C(CBr)C=CC1 (3-methoxy-benzylbromide), [Mg] (magnesium), ClC=1C=C(CN2C(=NC=C2)C=O)C=C(C1)Cl (1-(3,5-dichloro-benzyl)-1H-imidazole-2-carbaldehyde), COC=1C=C(CBr)C=CC1 (3-methoxy-benzylbromide). Solvent: O (water), C1CCOC1 (THF), C1CCOC1 (THF). Isolated yield 304.8%. The reactants are Cl (hydrogen chloride), [O-]S(=O)S(=O)[O-].[Na+].[Na+] (Na2S2O4), C(C)(C)N(CC[C@H](C1=CC=CC=C1)C1=C(C=CC(=C1)N=NC1=CC=C(C=C1)C)O)C(C)C ((R)-N,N-diisopropyl-3-[2-hydroxy-5-(4-methylphenylazo)phenyl]-3-phenylpropanamine), [O-]S(=O)S(=O)[O-].[Na+].[Na+] (Na2S2O4). The solvent is C(C)OCC (diethyl ether), O (water), C(C)O (ethanol), O (Water), C(C)O (ethanol). Yields the product C(C)(C)N(CC[C@H](C1=CC=CC=C1)C1=C(C=CC(=C1)N)O)C(C)C ((R)-N,N-Diisopropyl-3-(5-amino-2-hydroxyphenyl)-3-phenylpropanamine). Reaction SMILES: [O-]S(S([O-])=O)=O.[Na+].[Na+].[CH:9]([N:12]([CH:38]([CH3:40])[CH3:39])[CH2:13][CH2:14][C@@H:15]([C:22]1[CH:27]=[C:26]([N:28]=NC2C=CC(C)=CC=2)[CH:25]=[CH:24][C:23]=1[OH:37])[C:16]1[CH:21]=[CH:20][CH:19]=[CH:18][CH:17]=1)([CH3:11])[CH3:10].Cl>O.C(O)C.C(OCC)C>[CH:38]([N:12]([CH:9]([CH3:11])[CH3:10])[CH2:13][CH2:14][C@@H:15]([C:22]1[CH:27]=[C:26]([NH2:28])[CH:25]=[CH:24][C:23]=1[OH:37])[C:16]1[CH:21]=[CH:20][CH:19]=[CH:18][CH:17]=1)([CH3:40])[CH3:39] |f:0.1.2|. Procedure details: A solution of Na2S2O4 (1.23 g, 12.8 mmol) in water (10 mL) was added to a solution of (R)-N,N-diisopropyl-3-[2-hydroxy-5-(4-methylphenylazo)phenyl]-3-phenylpropanamine (0.55 g, 1.28 mmol) in ethanol (50 mL) at 75° C. during 15 min. More dry Na2S2O4 (1.23 g, 12.8 mmol) was added in 10 portions. Water was added to the solution which was then extracted with diethyl ether. The organic layer was dried (MgSO4) and evaporated to give an oil, which was chromatographed on silica (n-hexane-ethanol-triethy... Starting materials: CCCOc1ccccc1C(=N)N, COc1ccccc1C(N)=O, Cl. The product is COc1ccccc1C(=N)N, Cl. RXN SMILES: [CH2:2]([CH2:3][CH3:4])[O:5][c:6]1[c:7]([C:8](=[NH:9])[NH2:10])[cH:11][cH:12][cH:13][cH:14]1.[CH3:15][O:16][c:17]1[cH:18][cH:19][cH:20][cH:21][c:22]1[C:23]([NH2:24])=[O:25].[ClH:1]>>[CH3:2][O:5][c:6]1[c:7]([C:8](=[NH:9])[NH2:10])[cH:11][cH:12][cH:13][cH:14]1.[ClH:1].